This data is from the Open Reaction Database (ORD), a public repository of structured organic reaction records. The task is: describe an organic reaction: reactants, conditions, products, and yield Reaction SMILES: F[C:2]1[CH:7]=[C:6]([C:8]2[CH:9]=[C:10]3[C:16](I)=[CH:15][N:14]([S:18]([C:21]4[CH:27]=[CH:26][C:24]([CH3:25])=[CH:23][CH:22]=4)(=[O:20])=[O:19])[C:11]3=[N:12][CH:13]=2)[CH:5]=[CH:4][C:3]=1[CH:28]1[CH2:33][CH2:32][N:31]([C:34]([O:36][C:37]([CH3:40])([CH3:39])[CH3:38])=[O:35])[CH2:30][CH2:29]1.[CH2:41]([N:49]1[CH:53]=[C:52](B2OC(C)(C)C(C)(C)O2)[CH:51]=[N:50]1)[CH2:42][C:43]1[CH:48]=[CH:47][CH:46]=[CH:45][CH:44]=1.C(=O)([O-])[O-].[Na+].[Na+]>C1(C)C=CC=CC=1.C(O)C.O.C1C=CC(P(C2C=CC=CC=2)[C-]2C=CC=C2)=CC=1.C1C=CC(P(C2C=CC=CC=2)[C-]2C=CC=C2)=CC=1.Cl[Pd]Cl.[Fe+2]>[CH2:41]([N:49]1[CH:53]=[C:52]([C:16]2[C:10]3[C:11](=[N:12][CH:13]=[C:8]([C:6]4[CH:5]=[CH:4][C:3]([CH:28]5[CH2:29][CH2:30][N:31]([C:34]([O:36][C:37]([CH3:39])([CH3:40])[CH3:38])=[O:35])[CH2:32][CH2:33]5)=[CH:2][CH:7]=4)[CH:9]=3)[N:14]([S:18]([C:21]3[CH:22]=[CH:23][C:24]([CH3:25])=[CH:26][CH:27]=3)(=[O:19])=[O:20])[CH:15]=2)[CH:51]=[N:50]1)[CH2:42][C:43]1[CH:48]=[CH:47][CH:46]=[CH:45][CH:44]=1 |f:2.3.4,5.6.7,8.9.10.11|. Run in C1(=CC=CC=C1)C.C(C)O.O (toluene ethanol water). Reagents/catalysts: C1=CC=C(C=C1)P([C-]2C=CC=C2)C3=CC=CC=C3.C1=CC=C(C=C1)P([C-]2C=CC=C2)C3=CC=CC=C3.Cl[Pd]Cl.[Fe+2] (Pd(dppf)Cl2). Procedure: Using similar reaction conditions as described in step-i of example-1, tert-butyl 4-(2-fluoro-4-(3-iodo-1-tosyl-1H-pyrrolo[2,3-b]pyridin-5-yl)phenyl)piperidine-1-carboxylate (intermediate 67B) (125 mg, 0.190 mmol) was coupled with 1-phenethyl-4-(4,4,5,5-tetramethyl-1,3,2-dioxaborolan-2-yl)-1H-pyrazole (intermediate 59) (85 mg, 0.285 mmol) using Pd(dppf)Cl2 (7 mg, 0.009 mol) and sodium carbonate (181 mg, 0.578 mmol) in toluene/ethanol/water (20/10/5 ml) to afford 129 mg (crude) of the titled comp... The product is C(CC1=CC=CC=C1)N1N=CC(=C1)C1=CN(C2=NC=C(C=C21)C2=CC=C(C=C2)C2CCN(CC2)C(=O)OC(C)(C)C)S(=O)(=O)C2=CC=C(C)C=C2 (tert-butyl 4-(4-(3-(1-phenethyl-1H-pyrazol-4-yl)-1-tosyl-1H-pyrrolo[2,3-b]pyridin-5-yl)phenyl)piperidine-1-carboxylate). Starting materials: C([O-])([O-])=O.[Na+].[Na+] (sodium carbonate), FC1=C(C=CC(=C1)C=1C=C2C(=NC1)N(C=C2I)S(=O)(=O)C2=CC=C(C)C=C2)C2CCN(CC2)C(=O)OC(C)(C)C (tert-butyl 4-(2-fluoro-4-(3-iodo-1-tosyl-1H-pyrrolo[2,3-b]pyridin-5-yl)phenyl)piperidine-1-carboxylate), C(CC1=CC=CC=C1)N1N=CC(=C1)B1OC(C(O1)(C)C)(C)C (1-phenethyl-4-(4,4,5,5-tetramethyl-1,3,2-dioxaborolan-2-yl)-1H-pyrazole), FC1=C(C=CC(=C1)C=1C=C2C(=NC1)N(C=C2I)S(=O)(=O)C2=CC=C(C)C=C2)C2CCN(CC2)C(=O)OC(C)(C)C (tert-butyl 4-(2-fluoro-4-(3-iodo-1-tosyl-1H-pyrrolo[2,3-b]pyridin-5-yl)phenyl)piperidine-1-carboxylate), C(CC1=CC=CC=C1)N1N=CC(=C1)B1OC(C(O1)(C)C)(C)C (1-phenethyl-4-(4,4,5,5-tetramethyl-1,3,2-dioxaborolan-2-yl)-1H-pyrazole). Starting materials: CN1CCc2c(Sc3ccccc3)ccc([N+](=O)[O-])c2CC1, CCO, O. The product is CN1CCc2c(N)ccc(Sc3ccccc3)c2CC1. RXN SMILES: [CH3:1][N:2]1[CH2:3][CH2:4][c:5]2[c:6]([c:9]([N+:20]([O-:21])=[O:22])[cH:10][cH:11][c:12]2[S:13][c:14]2[cH:15][cH:16][cH:17][cH:18][cH:19]2)[CH2:7][CH2:8]1.[CH3:23][CH2:24][OH:25].[OH2:26]>>[CH3:1][N:2]1[CH2:3][CH2:4][c:5]2[c:6]([c:9]([NH2:20])[cH:10][cH:11][c:12]2[S:13][c:14]2[cH:15][cH:16][cH:17][cH:18][cH:19]2)[CH2:7][CH2:8]1.